Dataset: the Open Reaction Database (ORD), a public repository of structured organic reaction records. Task: describe an organic reaction: reactants, conditions, products, and yield The reactants are O=C([O-])[O-], COCCCl, CC#N, ClCCl, CC(=O)NCC1CN(c2cc(F)c(N3CCN(C(=O)OC(C)(C)C)CC3)c(F)c2)C(=O)O1, [K+], [K+], O=C(O)C(F)(F)F. The product is COCCN1CCN(c2c(F)cc(N3CC(CNC(C)=O)OC3=O)cc2F)CC1. Reaction SMILES: [C:45](=[O:46])([O-:47])[O-:48].[CH3:40][O:41][CH2:42][CH2:43][Cl:44].[CH3:54][C:55]#[N:56].[Cl:51][CH2:52][Cl:53].[F:1][c:2]1[cH:3][c:4]([N:22]2[C:23](=[O:32])[O:24][CH:25]([CH2:27][NH:28][C:29]([CH3:30])=[O:31])[CH2:26]2)[cH:5][c:6]([F:21])[c:7]1[N:8]1[CH2:9][CH2:10][N:11]([C:14]([O:15][C:16]([CH3:17])([CH3:18])[CH3:19])=[O:20])[CH2:12][CH2:13]1.[K+:49].[K+:50].[OH:33][C:34]([C:35]([F:36])([F:37])[F:38])=[O:39]>>[F:1][c:2]1[cH:3][c:4]([N:22]2[C:23](=[O:32])[O:24][CH:25]([CH2:27][NH:28][C:29]([CH3:30])=[O:31])[CH2:26]2)[cH:5][c:6]([F:21])[c:7]1[N:8]1[CH2:9][CH2:10][N:11]([CH2:43][CH2:42][O:41][CH3:40])[CH2:12][CH2:13]1. The reactants are C(C1=CC=CC=C1)(=O)[C@]([C@](C(=O)O)(O)C(C1=CC=CC=C1)=O)(O)C(=O)O (dibenzoyl-L-tartaric acid), ClC1=CC=C(CC2N(CCC2)C)C=C1 (2-(4-chlorobenzyl)-1-methylpyrrolidine). The solvent is CC(=O)C (acetone), CC(=O)C (acetone). Run at time 4 day. Product: C(C1=CC=CC=C1)(=O)C(C(C(=O)O)(O)C(C1=CC=CC=C1)=O)(O)C(=O)O.ClC1=CC=C(CC2N(CCC2)C)C=C1 ((+)-2-(4-chlorobenzyl)-1-methylpyrrolidine dibenzoyl tartrate). Isolated yield 24.4%. Reaction SMILES: [C:1]([C@@:9]([C:24]([OH:26])=[O:25])([OH:23])[C@@:10]([C:15](=[O:22])[C:16]1[CH:21]=[CH:20][CH:19]=[CH:18][CH:17]=1)([OH:14])[C:11]([OH:13])=[O:12])(=[O:8])[C:2]1[CH:7]=[CH:6][CH:5]=[CH:4][CH:3]=1.[Cl:27][C:28]1[CH:40]=[CH:39][C:31]([CH2:32][CH:33]2[CH2:37][CH2:36][CH2:35][N:34]2[CH3:38])=[CH:30][CH:29]=1>CC(C)=O>[C:15]([C:10]([C:11]([OH:13])=[O:12])([OH:14])[C:9]([C:1](=[O:8])[C:2]1[CH:7]=[CH:6][CH:5]=[CH:4][CH:3]=1)([OH:23])[C:24]([OH:26])=[O:25])(=[O:22])[C:16]1[CH:21]=[CH:20][CH:19]=[CH:18][CH:17]=1.[Cl:27][C:28]1[CH:40]=[CH:39][C:31]([CH2:32][CH:33]2[CH2:37][CH2:36][CH2:35][N:34]2[CH3:38])=[CH:30][CH:29]=1 |f:3.4|. Procedure: Add a solution of 27 g of dibenzoyl-L-tartaric acid in 200 ml of acetone to 15 g of 2-(4-chlorobenzyl)-1-methylpyrrolidine dissolved in 100 ml of acetone. Allow the resulting mixture to stand for 6 hours at room temperature and for 4 days at 0°. Filter off the precipitated crystals (8.5 g). Concentrate the filtrate somewhat and then allow the mixture to stand for a further 12 hours at 0°. Collect the further-precipitated crystals (4.53 g). Recrystallize the collected crystalline products from 10...